This data is from the Open Reaction Database (ORD), a public repository of structured organic reaction records. The task is: describe an organic reaction: reactants, conditions, products, and yield Reactants: ClC1=C(C=C(C=C1)S(=O)(=O)CCO)[N+](=O)[O-] (2-(4-chloro-3-nitrobenzenesulfonyl)ethanol), C(C)(C)(C)C1=CC(=NO1)O (5-t-butyl-3-hydroxyiso-oxazole), C([O-])(O)=O.[Na+] (sodium bicarbonate), CS(=O)C (dimethylsulfoxide). The solvent is O (water). Product: C(C)(C)(C)C1=CC(N(O1)C1=C(C=C(C=C1)S(=O)(=O)CCO)[N+](=O)[O-])=O (5-t-Butyl-2-(4-(2-hydroxyethylsulfonyl)-2-nitrophenyl)-4-iso-oxazolin-3-one). Reaction SMILES: Cl[C:2]1[CH:7]=[CH:6][C:5]([S:8]([CH2:11][CH2:12][OH:13])(=[O:10])=[O:9])=[CH:4][C:3]=1[N+:14]([O-:16])=[O:15].[C:17]([C:21]1[O:25][N:24]=[C:23]([OH:26])[CH:22]=1)([CH3:20])([CH3:19])[CH3:18].C(=O)(O)[O-].[Na+].CS(C)=O>O>[C:17]([C:21]1[O:25][N:24]([C:2]2[CH:7]=[CH:6][C:5]([S:8]([CH2:11][CH2:12][OH:13])(=[O:10])=[O:9])=[CH:4][C:3]=2[N+:14]([O-:16])=[O:15])[C:23](=[O:26])[CH:22]=1)([CH3:20])([CH3:19])[CH3:18] |f:2.3|. Procedure details: 30 g of 2-(4-chloro-3-nitrobenzenesulfonyl)ethanol, 19.1 g ot 5-t-butyl-3-hydroxyiso-oxazole, 28 g of sodium bicarbonate and 200 ml of dimethylsulfoxide were mixed together and reacted at 80° C. for a period of 8 hours. After cooling, the reaction mixture was poured into of water and the mixture was extracted with ethyl acetate. The organic layer was recovered and, after removing the solvent by distillation under reduced pressure, the main product was isolated using silica gel column chromatogra... Starting materials: N(C1=CC=CC=C1)C(C(C(=O)NC1=CC=CC=C1)C1=CC=C(C(=O)NC2=C(C=CC=C2)NC(OC(C)(C)C)=O)C=C1)=O (tert-butyl [2-({4-[2-anilino-1-(anilinocarbonyl)-2-oxoethyl]benzoyl}amino)phenyl]carbamate), CC(C)([O-])C.[K+] (potassium tert-butoxide), 2-({(4-[2-anilino-1-(anilinocarbonyl)-1-fluoro-2-oxoethyl]benzoyl}amino)phenyl]carbamate, [B-](F)(F)(F)F.[B-](F)(F)(F)F.C1C[N+]2(CC[N+]1(CC2)CCl)F (Selectfluor). Solvent: C1CCOC1 (THF), C(C)(=O)OCC (ethyl acetate). Reaction conditions: time 5 minute. Yields the product N(C1=CC=CC=C1)C(C(F)(C(=O)NC1=CC=CC=C1)C1=CC=C(C(=O)NC2=C(C=CC=C2)NC(OC(C)(C)C)=O)C=C1)=O (tert-butyl [2-({-4-[2-anilino-1-(anilinocarbonyl)-1-fluoro-2-oxoethyl]benzoyl}amino)phenyl]carbamate). Yield: 18.0%. Reaction SMILES: [NH:1]([C:8](=[O:42])[CH:9]([C:19]1[CH:41]=[CH:40][C:22]([C:23]([NH:25][C:26]2[CH:31]=[CH:30][CH:29]=[CH:28][C:27]=2[NH:32][C:33](=[O:39])[O:34][C:35]([CH3:38])([CH3:37])[CH3:36])=[O:24])=[CH:21][CH:20]=1)[C:10]([NH:12][C:13]1[CH:18]=[CH:17][CH:16]=[CH:15][CH:14]=1)=[O:11])[C:2]1[CH:7]=[CH:6][CH:5]=[CH:4][CH:3]=1.CC(C)([O-])C.[K+].[B-](F)(F)(F)[F:50].[B-](F)(F)(F)F.C1[N+]2(CCl)CC[N+](F)(CC2)C1>C1COCC1.C(OCC)(=O)C>[NH:1]([C:8](=[O:42])[C:9]([C:19]1[CH:41]=[CH:40][C:22]([C:23]([NH:25][C:26]2[CH:31]=[CH:30][CH:29]=[CH:28][C:27]=2[NH:32][C:33](=[O:39])[O:34][C:35]([CH3:36])([CH3:37])[CH3:38])=[O:24])=[CH:21][CH:20]=1)([C:10]([NH:12][C:13]1[CH:14]=[CH:15][CH:16]=[CH:17][CH:18]=1)=[O:11])[F:50])[C:2]1[CH:7]=[CH:6][CH:5]=[CH:4][CH:3]=1 |f:1.2,3.4.5|. Reported procedure: tert-Butyl [2-({(4-[2-anilino-1-(anilinocarbonyl)-1-fluoro-2-oxoethyl]benzoyl}amino)phenyl]carbamate. To a solution of tert-butyl [2-({4-[2-anilino-1-(anilinocarbonyl)-2-oxoethyl]benzoyl}amino)phenyl]carbamate (59 mg, 0.10 mmol) in THF (2 mL) at room temperature was added potassium tert-butoxide (110 μL, 1 M in THF, 0.11 mmol). The solution was stirred for 5 min and Selectfluor™ (40 mg, 0.11 mmol) was added in one portion. The reaction mixture was stirred at room temperature for 18 h, diluted wi... Reactants: BrC1=CC(=CC=C1)CCCCOC (1-bromo-3-(4-methoxy-butyl)-benzene), C(CCC)[Li] (n-butyl lithium), Cl (HCl), CN(C)C=O (DMF). The solvent is C1CCOC1 (THF), C1CCOC1 (THF). Reaction conditions: temperature -72 celsius, time 1 hour. The product is COCCCCC=1C=C(C=O)C=CC1 (3-(4-Methoxy-butyl)-benzaldehyde). Reaction SMILES: Br[C:2]1[CH:7]=[CH:6][CH:5]=[C:4]([CH2:8][CH2:9][CH2:10][CH2:11][O:12][CH3:13])[CH:3]=1.C([Li])CCC.CN([CH:22]=[O:23])C.Cl>C1COCC1>[CH3:13][O:12][CH2:11][CH2:10][CH2:9][CH2:8][C:4]1[CH:3]=[C:2]([CH:7]=[CH:6][CH:5]=1)[CH:22]=[O:23]. Procedure details: To a stirred solution of the title C compound, 1-bromo-3-(4-methoxy-butyl)-benzene (11 g, 45.24 mmol) in 200 mL of THF is added drop wise n-butyl lithium (31.1 mL, 49.76 mmol, 1.6 M solution in hexane) over 30 min at −72° C. The reaction mixture is further stirred 5 min at −72° C. before the addition of a THF solution (50 mL) of DMF (7.67 mL, 99.52 mmol) over 45 min. The reaction mixture is further stirred for 15 min at −72° C., 1 h at room and poured into aqueous 2 M HCl solution. The aqueous l... Starting materials: CC(=O)NC=CSC1=C(C(=O)[O-])N2C(=O)C(C(C)O)C2C1, CC(C)(C)[Si](Cl)(c1ccccc1)c1ccccc1, [Na+], C1CCOC1. Product: CC(=O)NC=CSC1=C(C(=O)O[Si](c2ccccc2)(c2ccccc2)C(C)(C)C)N2C(=O)C(C(C)O)C2C1. As a reaction SMILES: [C:1]([CH3:2])(=[O:3])[NH:4][CH:5]=[CH:6][S:7][C:8]1=[C:9]([C:19](=[O:20])[O-:21])[N:10]2[C:11](=[O:18])[CH:12]([CH:15]([CH3:16])[OH:17])[CH:13]2[CH2:14]1.[C:23]([CH3:24])([CH3:25])([CH3:26])[Si:27]([c:28]1[cH:29][cH:30][cH:31][cH:32][cH:33]1)([c:34]1[cH:35][cH:36][cH:37][cH:38][cH:39]1)[Cl:40].[Na+:22].[O:41]1[CH2:42][CH2:43][CH2:44][CH2:45]1>>[C:1]([CH3:2])(=[O:3])[NH:4][CH:5]=[CH:6][S:7][C:8]1=[C:9]([C:19](=[O:20])[O:21][Si:27]([C:23]([CH3:24])([CH3:25])[CH3:26])([c:28]2[cH:29][cH:30][cH:31][cH:32][cH:33]2)[c:34]2[cH:35][cH:36][cH:37][cH:38][cH:39]2)[N:10]2[C:11](=[O:18])[CH:12]([CH:15]([CH3:16])[OH:17])[CH:13]2[CH2:14]1.